From a dataset of the Open Reaction Database (ORD), a public repository of structured organic reaction records. describe an organic reaction: reactants, conditions, products, and yield The reactants are C1CCC(CC1)N=C=NC2CCCCC2 (DCC), C=1C=CC2=C(C1)N=NN2O (HOBt), CN1CC[C@]23C4=C5C=CC(=C4O[C@H]2C(=O)CC[C@]3([C@H]1C5)O)OC (oxycodone), CCN(C(C)C)C(C)C (DIEA), N([C@@H](CCC(OC(C)(C)C)=O)C(=O)O)C(=O)OCC1=CC=CC=C1 (Cbz-L-Glu(OtBu)-OH), CN1CC[C@]23C4=C5C=CC(=C4O[C@H]2C(=O)CC[C@]3([C@H]1C5)O)OC (oxycodone). Reagents/catalysts: CN(C)C=1C=CN=CC1 (DMAP). Run in C(C)#N (acetonitrile), CC(=O)C (acetone), C(C)#N (acetonitrile). Reaction conditions: time 20 minute. Product: COC=1C=CC=2C[C@@H]3[C@@]4(CC=C([C@H]5[C@@]4(C2C1O5)CCN3C)OC(C(CCC(=O)OC(C)(C)C)NC(=O)OCC3=CC=CC=C3)=O)O (2-(benzyloxycarbonylamino)-pentanedioic acid 5-tert-butyl ester 1-(3-methoxy-14-hydroxy-6,7-didehydro-4,5α-epoxy-17-methylmorphinan-6-yl) ester). As a reaction SMILES: [CH3:1][N:2]1[C@@H:19]2[CH2:20][C:7]3[CH:8]=[CH:9][C:10]([O:22][CH3:23])=[C:11]4[O:12][C@H:13]5[C:14]([CH2:16][CH2:17][C@:18]2([OH:21])[C@:5]5([C:6]=34)[CH2:4][CH2:3]1)=[O:15].CCN(C(C)C)C(C)C.C1CCC(N=C=NC2CCCCC2)CC1.C1C=CC2N(O)N=NC=2C=1.[NH:58]([C:72]([O:74][CH2:75][C:76]1[CH:81]=[CH:80][CH:79]=[CH:78][CH:77]=1)=[O:73])[C@H:59]([C:69](O)=[O:70])[CH2:60][CH2:61][C:62](=[O:68])[O:63][C:64]([CH3:67])([CH3:66])[CH3:65]>C(#N)C.CN(C1C=CN=CC=1)C.CC(C)=O>[CH3:23][O:22][C:10]1[CH:9]=[CH:8][C:7]2[CH2:20][C@H:19]3[N:2]([CH3:1])[CH2:3][CH2:4][C@:5]45[C:6]=2[C:11]=1[O:12][C@H:13]4[C:14]([O:15][C:69](=[O:70])[CH:59]([NH:58][C:72]([O:74][CH2:75][C:76]1[CH:77]=[CH:78][CH:79]=[CH:80][CH:81]=1)=[O:73])[CH2:60][CH2:61][C:62]([O:63][C:64]([CH3:67])([CH3:66])[CH3:65])=[O:68])=[CH:16][CH2:17][C@@:18]35[OH:21]. Procedure details: A solution comprised of oxycodone free base, 1-1, (517 mg, 1.64 mmol), DIEA (1.5 mL, 8.6 mmol) in 9 mL of anhydrous acetonitrile was stirred at rt for 20 min and mixed with a solution containing DMAP (400 mg, 3.3 mmol), DCC (1.01 g, 4.1 mmol), and HOBt (440 mg, 3.3 mmol) in 6 mL of anhydrous acetonitrile. Cbz-L-Glu(OtBu)-OH (1.1 g, 3.3 mmol) was then added to the combined solutions. The mixture was stirred for 45 h at rt, precipitated DCU removed by filtration, and the solution concentrated unde... Reactants: O (water), C1(CC1)N1C=C(C(C2=C(C(=C(C=C12)F)F)C)=O)C(=O)OCC (ethyl 1-cyclopropyl-6,7-difluoro-5-methyl-1,4-dihydro-4-oxoquinoline-3-carboxylate), [Cl-].[Li+] (lithium chloride), CC1NCCNC1 (2-methylpiperazine). Run in C(C)#N (acetonitrile). Reaction conditions: temperature 100 celsius, time 1 hour. Product: C1(CC1)N1C=C(C(C2=C(C(=C(C=C12)N1CC(NCC1)C)F)C)=O)C(=O)O (1-cyclopropyl-6-fluoro-7-(3-methyl-1-piperazinyl)-5-methyl-1,4-dihydro-4-oxoquinoline-3-carboxylic acid). The yield is 97.3%. Reaction SMILES: [CH:1]1([N:4]2[C:13]3[C:8](=[C:9]([CH3:16])[C:10]([F:15])=[C:11](F)[CH:12]=3)[C:7](=[O:17])[C:6]([C:18]([O:20]CC)=[O:19])=[CH:5]2)[CH2:3][CH2:2]1.[Cl-].[Li+].[CH3:25][CH:26]1[CH2:31][NH:30][CH2:29][CH2:28][NH:27]1.O>C(#N)C>[CH:1]1([N:4]2[C:13]3[C:8](=[C:9]([CH3:16])[C:10]([F:15])=[C:11]([N:30]4[CH2:29][CH2:28][NH:27][CH:26]([CH3:25])[CH2:31]4)[CH:12]=3)[C:7](=[O:17])[C:6]([C:18]([OH:20])=[O:19])=[CH:5]2)[CH2:3][CH2:2]1 |f:1.2|. Procedure: To a suspension of 1.23 g of ethyl 1-cyclopropyl-6,7-difluoro-5-methyl-1,4-dihydro-4-oxoquinoline-3-carboxylate and 254 mg of lithium chloride in acetonitrile was added 1.00 g of 2-methylpiperazine, followed by heating and refluxing for 4 hours. After adding 24 ml of warm water, the reaction mixture was allowed to cool to precipitate crystals and the resulting crystals were filtered and washed with water. The crystals were suspended in 8 ml of isopropyl alcohol and 8 ml of 1N-NaOH, followed by s...